The task is: describe an organic reaction: reactants, conditions, products, and yield. This data is from the Open Reaction Database (ORD), a public repository of structured organic reaction records. RXN SMILES: [NH2:1][C:2]1[CH:13]=[CH:12][CH:11]=[CH:10][C:3]=1[C:4]([N:6]([CH2:8][CH3:9])[CH3:7])=[O:5].[CH2:14]([NH:16][CH3:17])[CH3:15].C12C(=CC=CC=1)[NH:23][C:22](=O)OC2=O>>[NH:16]1[CH2:17][CH2:22][N:23]=[C:14]1[CH2:15][NH:1][C:2]1[CH:13]=[CH:12][CH:11]=[CH:10][C:3]=1[C:4]([N:6]([CH2:8][CH3:9])[CH3:7])=[O:5]. Reported procedure: 2-Amino-N-ethyl-N-methylbenzamide (prepared from N-ethylmethylamine and isatoic anhydride, using the methods described in Example 17) and CMI were reacted using conditions described in the general procedure for CMI coupling to give 2-[(4,5-dihydro-1H-imidazol-2-ylmethyl)amino]-N-ethyl-N-methylbenzamide. Reactants: NC1=C(C(=O)N(C)CC)C=CC=C1 (2-Amino-N-ethyl-N-methylbenzamide), C(C)NC (N-ethylmethylamine), C1=2C(=O)OC(NC1=CC=CC2)=O (isatoic anhydride). Yields the product N1C(=NCC1)CNC1=C(C(=O)N(C)CC)C=CC=C1 (2-[(4,5-dihydro-1H-imidazol-2-ylmethyl)amino]-N-ethyl-N-methylbenzamide).